This data is from the Open Reaction Database (ORD), a public repository of structured organic reaction records. The task is: describe an organic reaction: reactants, conditions, products, and yield The reactants are O=C1C2C(C2CC1)C(=O)OCC (ethyl (1SR,5RS,6SR)-2-oxo-bicyclo[3.1.0]hexane-6-carboxylate), ClC1=CC(=CC=C1)C(=O)OO (m-chloroperbenzoic acid), ClC1=CC(=CC=C1)C(=O)OO (m-chloroperbenzoic acid). The solvent is ClCCl (dichloromethane), ClCCl (dichloromethane). Run at time 15 hour. Product: O=C1C2C(C2CCO1)C(=O)OCC (ethyl (1SR,6SR,7SR)-2-oxo-3-oxa-bicyclo[4.1.0]heptane-7-carboxylate). Isolated yield 60.0%. Reaction SMILES: [O:1]=[C:2]1[CH2:7][CH2:6][CH:5]2[CH:3]1[CH:4]2[C:8]([O:10][CH2:11][CH3:12])=[O:9].ClC1C=CC=C(C(OO)=[O:21])C=1>ClCCl>[O:21]=[C:2]1[O:1][CH2:7][CH2:6][CH:5]2[CH:3]1[CH:4]2[C:8]([O:10][CH2:11][CH3:12])=[O:9]. Reported procedure: To a stirred solution of ethyl (1SR,5RS,6SR)-2-oxo-bicyclo[3.1.0]hexane-6-carboxylate (34.8 g, 207.2 mmol) in dichloromethane (300 mL), 70% m-chloroperbenzoic acid (51.1 g, 207.2 mmol) was added and refluxed overnight. The following day, additional 70% m-chloroperbenzoic acid (51.1 g, 207.2 mmol) was added and reflux continued for 15 hours. After that time, the mixture was diluted with dichloromethane (200 mL), filtered and washed with 10% Na2SO3 (2×200 mL) and with a saturated aqueous solution ... Starting materials: C(C)N1N=CC=2C1=NC1=CC=C(C=C1C2Cl)S(=O)C (1-ethyl-4-chloro-6-(methylsulfinyl)-1H-pyrazolo[3,4-b]quinoline), C1(CCCCC1)CN (cyclohexylmethylamine). Solvent: CS(=O)C (DMSO). Reaction conditions: temperature 110 celsius. Product: C(C)N1N=CC=2C1=NC1=CC=C(C=C1C2NCC2CCCCC2)S(=O)C (1-ethyl-6-(methylsulfinyl)-N-(cyclohexylmethyl)-1H-pyrazolo[3,4-b]quinolin-4-amine). Yield: 11.1%. As a reaction SMILES: [CH2:1]([N:3]1[C:7]2=[N:8][C:9]3[C:14]([C:15](Cl)=[C:6]2[CH:5]=[N:4]1)=[CH:13][C:12]([S:17]([CH3:19])=[O:18])=[CH:11][CH:10]=3)[CH3:2].[CH:20]1([CH2:26][NH2:27])[CH2:25][CH2:24][CH2:23][CH2:22][CH2:21]1>CS(C)=O>[CH2:1]([N:3]1[C:7]2=[N:8][C:9]3[C:14]([C:15]([NH:27][CH2:26][CH:20]4[CH2:25][CH2:24][CH2:23][CH2:22][CH2:21]4)=[C:6]2[CH:5]=[N:4]1)=[CH:13][C:12]([S:17]([CH3:19])=[O:18])=[CH:11][CH:10]=3)[CH3:2]. Procedure: A mixture of 1-ethyl-4-chloro-6-(methylsulfinyl)-1H-pyrazolo[3,4-b]quinoline (0.4 g, 2.8 mmol), DMSO (1.5 mL) and cyclohexylmethylamine (0.73 mL, 5.6 mmol) was heated at 110° C. over night. The reaction mixture was cooled to room temperature, then was partitioned between CHCl3 (20 mL) and water (20 mL) containing NH4OH (3 mL). The layers were separated, the aqueous layer was extracted with CH2Cl2 (10 mL) and the organic layers were combined dried over MgSO4 and evaporated. The residue was purifi...